From a dataset of the Open Reaction Database (ORD), a public repository of structured organic reaction records. describe an organic reaction: reactants, conditions, products, and yield The reactants are O=C(OCc1ccccc1)c1cc2ccc3c(c2c(-c2ccc4c(c2)OCO4)c1COCc1ccccc1)OCO3, CO, [Na+], [OH-], O. Yields the product O=C(O)c1cc2ccc3c(c2c(-c2ccc4c(c2)OCO4)c1COCc1ccccc1)OCO3. RXN SMILES: [CH2:1]([c:2]1[cH:3][cH:4][cH:5][cH:6][cH:7]1)[O:8][C:9](=[O:10])[c:11]1[cH:12][c:13]2[cH:14][cH:15][c:16]3[c:17]([c:21]2[c:22](-[c:33]2[cH:34][c:35]4[c:36]([cH:40][cH:41]2)[O:37][CH2:38][O:39]4)[c:23]1[CH2:24][O:25][CH2:26][c:27]1[cH:28][cH:29][cH:30][cH:31][cH:32]1)[O:18][CH2:19][O:20]3.[CH3:44][OH:45].[Na+:43].[OH-:42].[OH2:46]>>[O:8]=[C:9]([OH:10])[c:11]1[cH:12][c:13]2[cH:14][cH:15][c:16]3[c:17]([c:21]2[c:22](-[c:33]2[cH:34][c:35]4[c:36]([cH:40][cH:41]2)[O:37][CH2:38][O:39]4)[c:23]1[CH2:24][O:25][CH2:26][c:27]1[cH:28][cH:29][cH:30][cH:31][cH:32]1)[O:18][CH2:19][O:20]3. Starting materials: [Si](C1=CC=CC=C1)(C1=CC=CC=C1)(C(C)(C)C)OCC1=NC=C(C(=C1N1C[C@H](O[C@H](C1)C)C)Cl)F ((2R,6S)-4-(2-((tert-butyldiphenylsilyloxy)methyl)-4-chloro-5-fluoropyridin-3-yl)-2,6-dimethylmorpholine), [Si](C1=CC=CC=C1)(C1=CC=CC=C1)(C(C)(C)C)OCC1=NC=C(C(=C1N1C[C@H](O[C@H](C1)C)C)Cl)F ((2R,6S)-4-(2-((tert-butyldiphenylsilyloxy)methyl)-4-chloro-5-fluoropyridin-3-yl)-2,6-dimethylmorpholine), S1C=NC=C1C=O (thiazole-5-carbaldehyde). Product: [Si](C1=CC=CC=C1)(C1=CC=CC=C1)(C(C)(C)C)OCC1=C(C(=C(C(=N1)C(O)C1=CN=CS1)F)Cl)N1C[C@H](O[C@H](C1)C)C ((6-((tert-butyldiphenylsilyloxy)methyl)-4-chloro-5-((2R,6S)-2,6-dimethylmorpholino)-3-fluoropyridin-2-yl)(thiazol-5-yl)methanol). RXN SMILES: [Si:1]([O:18][CH2:19][C:20]1[C:25]([N:26]2[CH2:31][C@H:30]([CH3:32])[O:29][C@H:28]([CH3:33])[CH2:27]2)=[C:24]([Cl:34])[C:23]([F:35])=[CH:22][N:21]=1)([C:14]([CH3:17])([CH3:16])[CH3:15])([C:8]1[CH:13]=[CH:12][CH:11]=[CH:10][CH:9]=1)[C:2]1[CH:7]=[CH:6][CH:5]=[CH:4][CH:3]=1.[S:36]1[C:40]([CH:41]=[O:42])=[CH:39][N:38]=[CH:37]1>>[Si:1]([O:18][CH2:19][C:20]1[N:21]=[C:22]([CH:41]([C:40]2[S:36][CH:37]=[N:38][CH:39]=2)[OH:42])[C:23]([F:35])=[C:24]([Cl:34])[C:25]=1[N:26]1[CH2:31][C@H:30]([CH3:32])[O:29][C@H:28]([CH3:33])[CH2:27]1)([C:14]([CH3:17])([CH3:15])[CH3:16])([C:8]1[CH:13]=[CH:12][CH:11]=[CH:10][CH:9]=1)[C:2]1[CH:3]=[CH:4][CH:5]=[CH:6][CH:7]=1. Procedure: Starting materials: (2R,6S)-4-(2-((tert-butyldiphenylsilyloxy)methyl)-4-chloro-5-fluoropyridin-3-yl)-2,6-dimethylmorpholine (Intermediate 45) and thiazole-5-carbaldehyde. Starting materials: monoamines, NC(CCCCCCCCC)(C)C (1-amino-1,1-dimethyldecane), NC(CCCCCCCCCCC)(C)C (1-amino-1,1-dimethyldodecane), CC(C)(C)CCCCCCCN (Primene 81-R), pasty blue product, [Mo] (molybdenum). Yields the product CC(C)(C)CCCCCCCN.[Mo] (Primene 81-R molybdenum). As a reaction SMILES: [CH3:1][C:2]([CH2:5][CH2:6][CH2:7][CH2:8][CH2:9][CH2:10][CH2:11][NH2:12])([CH3:4])[CH3:3].NC(C)(C)CCCCCCCCC.NC(C)(C)CCCCCCCCCCC.[Mo:41]>>[CH3:4][C:2]([CH2:5][CH2:6][CH2:7][CH2:8][CH2:9][CH2:10][CH2:11][NH2:12])([CH3:1])[CH3:3].[Mo:41] |f:4.5|. Procedure: Primene 81-R is a mixture of two monoamines, 1-amino-1,1-dimethyldecane and 1-amino-1,1-dimethyldodecane. 15.75 g of a pasty blue product containing 12.5% of molybdenum are collected. Reactants: OCCOC(NC1=CC=C2C(=CC=NC2=C1)C1=C2N(N=C1C1=NC=CC=C1)CCC2)=O ([4-(2-pyridin-2-yl-5,6-dihydro-4H-pyrrolo[1,2-b]pyrazol-3-yl)-quinolin-7-yl]-carbamic acid 2-hydroxy-ethyl ester), C1(=CC=CC=C1)P(C1=CC=CC=C1)C1=CC=CC=C1 (triphenylphosphine), C1(=CC=CC=C1)C (toluene). Run in O1CCCC1 (tetrahydrofuran). Reaction conditions: time 18 hour. The product is N1=C(C=CC=C1)C=1C(=C2N(N1)CCC2)C2=CC=NC1=CC(=CC=C21)N2C(OCC2)=O (3-[4-(2-Pyridin-2-yl-5,6-dihydro-4H-pyrrolo[1,2-b]pyrazol-3-yl)-quinolin-7-yl]-oxazolidin-2-one). Reaction SMILES: O[CH2:2][CH2:3][O:4][C:5](=[O:31])[NH:6][C:7]1[CH:16]=[C:15]2[C:10]([C:11]([C:17]3[C:21]([C:22]4[CH:27]=[CH:26][CH:25]=[CH:24][N:23]=4)=[N:20][N:19]4[CH2:28][CH2:29][CH2:30][C:18]=34)=[CH:12][CH:13]=[N:14]2)=[CH:9][CH:8]=1.C1(P(C2C=CC=CC=2)C2C=CC=CC=2)C=CC=CC=1.C1(C)C=CC=CC=1>O1CCCC1>[N:23]1[CH:24]=[CH:25][CH:26]=[CH:27][C:22]=1[C:21]1[C:17]([C:11]2[C:10]3[C:15](=[CH:16][C:7]([N:6]4[CH2:2][CH2:3][O:4][C:5]4=[O:31])=[CH:8][CH:9]=3)[N:14]=[CH:13][CH:12]=2)=[C:18]2[CH2:30][CH2:29][CH2:28][N:19]2[N:20]=1. Reported procedure: To a solution of [4-(2-pyridin-2-yl-5,6-dihydro-4H-pyrrolo[1,2-b]pyrazol-3-yl)-quinolin-7-yl]-carbamic acid 2-hydroxy-ethyl ester (40.2 mg, 0.097 mmol) and triphenylphosphine (35.0 mg, 0.14 mmol) in tetrahydrofuran (1 mL) at room temperature is added diethyl 40% azodicarboxylate in toluene (50 μL, 0.11 mmol). The mixture is stirred 18 h, filtered, and the filtrate concentrated in vacuo. The residue is chromatographed on SiO2 (2% to 15% methanol in dichloromethane) to yield the desired product, 1... Reactants: CC(C)([O-])C.[K+] (Potassium t-butoxide), NC1=C(C=CC=C1)S (2-Aminothiophenol), C(C)I (Ethyl iodide). Run in C(C)O (ethanol). Reaction conditions: time 45 minute. Product: C(C)SC1=C(N)C=CC=C1 (2-(ethylthio)aniline). Yield: 84.8%. As a reaction SMILES: [NH2:1][C:2]1[CH:7]=[CH:6][CH:5]=[CH:4][C:3]=1[SH:8].[CH3:9][C:10](C)([O-])C.[K+].C(I)C>C(O)C>[CH2:9]([S:8][C:3]1[CH:4]=[CH:5][CH:6]=[CH:7][C:2]=1[NH2:1])[CH3:10] |f:1.2|. Reported procedure: 2-Aminothiophenol (5.0 g, 40 mmol, Lancaster Synthesis Inc., Windham, N.H.) was stirred in dry ethanol (100 mL) and cooled in an ice bath. Potassium t-butoxide (4.5 g, 40 mmol) was added portionwise over 15 minutes and the mixture was stirred for an additional 45 minutes. Ethyl iodide (3.3 mL, 41 mmol) was added dropwise over 15 minutes and the mixture was allowed to warm to room temperature and stirred for 45 minutes. The mixture was filtered and the filtrate evaporated to dryness in vacuo. The... Starting materials: ClC1=NC=CC=C1C(=O)C=1NC=CC1C1=C(C=CC=C1Cl)Cl ((2-chloro-pyridin-3-yl)-[3-(2,6-dichloro-phenyl)-1H-pyrrol-2-yl]-methanone), O.NN (hydrazine hydrate). Solvent: C(C)O (ethanol). Product: ClC1=C(C(=CC=C1)Cl)C1=C(NC=C1)C1=NNC2=NC=CC=C21 (3-[3-(2,6-Dichloro-phenyl)-1H-pyrrol-2-yl]-1H-pyrazolo[3,4-b]pyridine). As a reaction SMILES: Cl[C:2]1[C:7]([C:8]([C:10]2[NH:11][CH:12]=[CH:13][C:14]=2[C:15]2[C:20]([Cl:21])=[CH:19][CH:18]=[CH:17][C:16]=2[Cl:22])=O)=[CH:6][CH:5]=[CH:4][N:3]=1.O.[NH2:24][NH2:25]>C(O)C>[Cl:22][C:16]1[CH:17]=[CH:18][CH:19]=[C:20]([Cl:21])[C:15]=1[C:14]1[CH:13]=[CH:12][NH:11][C:10]=1[C:8]1[C:7]2[C:2](=[N:3][CH:4]=[CH:5][CH:6]=2)[NH:25][N:24]=1 |f:1.2|. Reported procedure: A mixture of (2-chloro-pyridin-3-yl)-[3-(2,6-dichloro-phenyl)-1H-pyrrol-2-yl]-methanone (160 mg) and hydrazine hydrate (0.5 mL) in ethanol (8 mL) was heated at 90–100° C. for 24 hours. The reaction was concentrated, the residue was purified on a silica gel column to give 30 mg of the titled compound. Starting materials: N12CCN(CC1)CC2 (1,4-diazabicyclo[2.2.2]octane), BrC1=CC(=C2C(C(N(C2=C1)C)=O)=O)C (6-Bromo-1,4-dimethylindoline-2,3-dione), C(C(=O)Cl)(=O)Cl (oxalyl chloride), BrC1=C2C(C(N(C2=CC(=C1)C)C)=O)=O (4-bromo-1,6-dimethylindoline-2,3-dione), BrC=1C=C(N(C)C)C=C(C1)C (3-bromo-N,N,5-trimethylaniline), [OH-].[Na+] (sodium hydroxide). Solvent: C(Cl)(Cl)Cl (chloroform), C(Cl)(Cl)Cl (chloroform). Product: CON(C(=O)C1OCCOC1)C (N-Methoxy-N-methyl-1,4-dioxane-2-carboxamide). Reaction SMILES: BrC1C=C2[C:5]([C:6](=[O:13])[C:7](=[O:12])[N:8]2[CH3:11])=C(C)C=1.BrC1C=C(C)C=C2[C:17]=1[C:18](=[O:28])C(=O)N2C.N12CCN(CC1)CC2.C(Cl)(=O)[C:38](Cl)=[O:39].BrC1C=C(C=C(C)C=1)N(C)C.[OH-].[Na+]>C(Cl)(Cl)Cl>[CH3:38][O:39][N:8]([CH3:11])[C:7]([CH:6]1[CH2:5][O:28][CH2:18][CH2:17][O:13]1)=[O:12] |f:5.6|. Procedure: 6-Bromo-1,4-dimethylindoline-2,3-dione and 4-bromo-1,6-dimethylindoline-2,3-dione. A solution of 1,4-diazabicyclo[2.2.2]octane (DABCO) (1.912 g, 17.05 mmol) in chloroform (5 mL) was cooled down to 0° C. under nitrogen gas and oxalyl chloride (1.492 mL, 17.05 mmol) was added dropwise, to form a pale yellow solid. To this solid was added slowly 3-bromo-N,N,5-trimethylaniline (0.73 g, 3.41 mmol) in chloroform (3 mL) at 0° C. The reaction mixture changed from a yellow suspension to a brown suspensio...